Dataset: the Open Reaction Database (ORD), a public repository of structured organic reaction records. Task: describe an organic reaction: reactants, conditions, products, and yield Reactants: CC(CC(=O)O)(C)C (3,3-dimethylbutyric acid), C(CC)C1=C(O)C=CC=C1O (2-(n-propyl)resorcinol). The solvent is OS(=O)(=O)C(F)(F)F (triflic acid). Yields the product OC1=C(C(=C(C=C1)C(CC(C)(C)C)=O)O)CCC (1,3-dihydroxy-4-(3,3-dimethylbutyryl)-2-(n-propyl)benzene). Reaction SMILES: [CH3:1][C:2]([CH3:8])([CH3:7])[CH2:3][C:4](O)=[O:5].[CH2:9]([C:12]1[C:18]([OH:19])=[CH:17][CH:16]=[CH:15][C:13]=1[OH:14])[CH2:10][CH3:11]>OS(C(F)(F)F)(=O)=O>[OH:14][C:13]1[CH:15]=[CH:16][C:17]([C:4](=[O:5])[CH2:3][C:2]([CH3:8])([CH3:7])[CH3:1])=[C:18]([OH:19])[C:12]=1[CH2:9][CH2:10][CH3:11]. Reported procedure: Using the procedure in Example 51, step 1, 3,3-dimethylbutyric acid and 2-(n-propyl)resorcinol were condensed in triflic acid to form 1,3-dihydroxy-4-(3,3-dimethylbutyryl)-2-(n-propyl)benzene Starting materials: [H-].[Na+] (sodium hydride), ClC(CN1C=NC=C1)C1=C(C=CC=C1)C(F)(F)F (1-[2-chloro-2-(2-trifluoromethylphenyl)ethyl]imidazole), SC1=CC=C(C(=O)OC)C=C1 (methyl 4-mercaptobenzoate). Run in CN(C=O)C (dimethylformamide), CN(C=O)C (dimethylformamide). Run at time 30 minute. Product: FC(C1=C(C=CC=C1)C(CN1C=NC=C1)SC1=CC=C(C(=O)OC)C=C1)(F)F (Methyl 4-[1-(2-trifluoromethylphenyl)-2-(imidazol-1-yl)ethylthio]benzoate). Isolated yield 73.9%. As a reaction SMILES: [H-].[Na+].[SH:3][C:4]1[CH:13]=[CH:12][C:7]([C:8]([O:10][CH3:11])=[O:9])=[CH:6][CH:5]=1.Cl[CH:15]([C:22]1[CH:27]=[CH:26][CH:25]=[CH:24][C:23]=1[C:28]([F:31])([F:30])[F:29])[CH2:16][N:17]1[CH:21]=[CH:20][N:19]=[CH:18]1>CN(C)C=O>[F:31][C:28]([F:29])([F:30])[C:23]1[CH:24]=[CH:25][CH:26]=[CH:27][C:22]=1[CH:15]([S:3][C:4]1[CH:5]=[CH:6][C:7]([C:8]([O:10][CH3:11])=[O:9])=[CH:12][CH:13]=1)[CH2:16][N:17]1[CH:21]=[CH:20][N:19]=[CH:18]1 |f:0.1|. Procedure: 374 mg of a 55% w/w suspension of sodium hydride in mineral oil were added to 1.44 g of methyl 4-mercaptobenzoate in 9.1 mg of dry dimethylformamide, whilst ice-cooling, and the resulting mixture was stirred at room temperature for 30 minutes. 2.14 g of 1-[2-chloro-2-(2-trifluoromethylphenyl)ethyl]imidazole in 11.2 ml of dry dimethylformamide were added to this solution, and the resulting mixture were heated at 60°-70° C. for 6 hours. At the end of this time, the reaction mixture was treated and... Starting materials: CN1CCCCCC1=O (1-Methylcaprolactam), COC1=CC(CCC1)=O (3-methoxy-2-cyclohexenone), Cl (HCl), C(C)(C)NC(C)C (Diisopropylamine), C(CCC)[Li] (butyl lithium). Run in C1CCOC1 (THF), C1CCOC1 (THF), O1CCCC1 (tetrahydrofuran). Run at temperature 0 celsius, time 10 minute. Product: CN1C(C(CCCC1)C1=CC(CCC1)=O)=O (Hexahydro-1-methyl-3-(3-oxocyclohexen-1-yl)-2H-azepin-2-one). Isolated yield 85.8%. As a reaction SMILES: C(NC(C)C)(C)C.C([Li])CCC.[CH3:13][N:14]1[C:20](=[O:21])[CH2:19][CH2:18][CH2:17][CH2:16][CH2:15]1.C[O:23][C:24]1[CH2:29][CH2:28][CH2:27][C:26](=O)[CH:25]=1.Cl>O1CCCC1>[CH3:13][N:14]1[CH2:15][CH2:16][CH2:17][CH2:18][CH:19]([C:26]2[CH2:27][CH2:28][CH2:29][C:24](=[O:23])[CH:25]=2)[C:20]1=[O:21]. Procedure: Diisopropylamine (12.14 g, 17.0 ml) in dry tetrahydrofuran (THF 20 ml) was added dropwise to a stirred cooled (-10° C.) solution of butyl lithium (86 ml of 1.4 molar solution in hexane) under nitrogen. After 10 minutes Gilman test was negative. 1-Methylcaprolactam (14.19 g) in THF (20 ml) was added, also at -10° C. Reaction was stirred for 10 minutes at 0° C. and 3-methoxy-2-cyclohexenone (12.6 g, 0.1 mole) in THF (20 ml) was added. The mixture was allowed to warm to room temperature and stirred... Starting materials: CCCCOCCOc1ccc(-c2ccc3c(c2)C=C(C(=O)Nc2ccc(SCc4cccnc4)c(Cl)c2)CCN3CC(C)C)cc1, ClCCl, O=C(OO)c1cccc(Cl)c1, [Na+], [Na+], O=S([O-])([O-])=S. Yields the product CCCCOCCOc1ccc(-c2ccc3c(c2)C=C(C(=O)Nc2ccc(S(=O)Cc4cccnc4)c(Cl)c2)CCN3CC(C)C)cc1. As a reaction SMILES: [CH2:1]([CH2:2][CH2:3][CH3:4])[O:5][CH2:6][CH2:7][O:8][c:9]1[cH:10][cH:11][c:12](-[c:15]2[cH:16][cH:17][c:18]3[c:19]([cH:47]2)[CH:20]=[C:21]([C:29](=[O:30])[NH:31][c:32]2[cH:33][c:34]([Cl:46])[c:35]([S:38][CH2:39][c:40]4[cH:41][n:42][cH:43][cH:44][cH:45]4)[cH:36][cH:37]2)[CH2:22][CH2:23][N:24]3[CH2:25][CH:26]([CH3:27])[CH3:28])[cH:13][cH:14]1.[CH2:66]([Cl:67])[Cl:68].[Cl:48][c:49]1[cH:50][cH:51][cH:52][c:53]([C:54]([O:55][OH:57])=[O:56])[cH:58]1.[Na+:64].[Na+:65].[S:59]([O-:60])([O-:61])(=[O:62])=[S:63]>>[CH2:1]([CH2:2][CH2:3][CH3:4])[O:5][CH2:6][CH2:7][O:8][c:9]1[cH:10][cH:11][c:12](-[c:15]2[cH:16][cH:17][c:18]3[c:19]([cH:47]2)[CH:20]=[C:21]([C:29](=[O:30])[NH:31][c:32]2[cH:33][c:34]([Cl:46])[c:35]([S:38]([CH2:39][c:40]4[cH:41][n:42][cH:43][cH:44][cH:45]4)=[O:56])[cH:36][cH:37]2)[CH2:22][CH2:23][N:24]3[CH2:25][CH:26]([CH3:27])[CH3:28])[cH:13][cH:14]1. Reactants: OC1=C(C=C(C=C1)C1OCCCO1)[N+](=O)[O-] (2-[4-Hydroxy-3-nitro-phenyl]-1,3-dioxane), hydrate, [H][H] (hydrogen), ClCC(=O)Cl (Chloroacetyl chloride), C([O-])(O)=O.[Na+] (sodium bicarbonate). The reagents and catalysts are [Ni] (Raney nickel). Run in O1CCCC1 (tetrahydrofuran). Run at time 1 hour. Product: ClCC(=O)NC=1C=C(C=O)C=CC1O (3-(chloroacetylamino)-4-hydroxy-benzaldehyde). Yield: 52.7%. As a reaction SMILES: [OH:1][C:2]1[CH:7]=[CH:6][C:5]([CH:8]2[O:13]CCCO2)=[CH:4][C:3]=1[N+:14]([O-])=O.[H][H].[Cl:19][CH2:20][C:21](Cl)=[O:22].C(=O)(O)[O-].[Na+]>[Ni].O1CCCC1>[Cl:19][CH2:20][C:21]([NH:14][C:3]1[CH:4]=[C:5]([CH:6]=[CH:7][C:2]=1[OH:1])[CH:8]=[O:13])=[O:22] |f:3.4|. Procedure details: 2-[4-Hydroxy-3-nitro-phenyl]-1,3-dioxane (5.6 g, 24.9 mmol) is reduced in the presence of Raney nickel in 50 mL of tetrahydrofuran (THF) under a hydrogen atmosphere. When the theoretical amount of hydrogen is taken up, the catalyst is removed by filtration. Chloroacetyl chloride (2.5 g, 22.2 mmol) and sodium bicarbonate (3.6 g, 42.3 mmol) are added to the filtrate at room temperature and the mixture is stirred for 1 hour under argon. The solvent is evaporated and the remaining solid is taken up ... Starting materials: CCOC(C)=O, O=c1[nH]nc2c(-c3ccc(Cl)cc3)c(-c3ccc(Cl)cc3)cnn12, CI, [K+], [K+], O=C([O-])[O-], CN(C)C=O. Product: Cn1nc2c(-c3ccc(Cl)cc3)c(-c3ccc(Cl)cc3)cnn2c1=O. As a reaction SMILES: [CH3:38][CH2:39][O:40][C:41]([CH3:42])=[O:43].[Cl:1][c:2]1[cH:3][cH:4][c:5](-[c:8]2[c:9](-[c:18]3[cH:19][cH:20][c:21]([Cl:24])[cH:22][cH:23]3)[c:10]3[n:11]([n:12][cH:13]2)[c:14](=[O:17])[nH:15][n:16]3)[cH:6][cH:7]1.[I:31][CH3:32].[K+:25].[K+:26].[O-:27][C:28]([O-:29])=[O:30].[O:33]=[CH:34][N:35]([CH3:36])[CH3:37]>>[Cl:1][c:2]1[cH:3][cH:4][c:5](-[c:8]2[c:9](-[c:18]3[cH:19][cH:20][c:21]([Cl:24])[cH:22][cH:23]3)[c:10]3[n:11]([n:12][cH:13]2)[c:14](=[O:17])[n:15]([CH3:28])[n:16]3)[cH:6][cH:7]1. Starting materials: ClC=1C=CC(=C(C(=O)NCC2CCOC3=CC(=C(C=C23)S(N)(=O)=O)OC)C1)OC (4-(5-chloro-2-methoxy-benzamidomethyl)-6-sulfamoyl-7-methoxychroman), CN=C=S (methyl isothiocyanate). The solvent is CN(C)C=O (DMF). Product: ClC=1C=CC(=C(C(=O)NCC2CCOC3=CC(=C(C=C23)S(=O)(=O)NC(=S)NC)OC)C1)OC ((+)-4-(5-Chloro-2-methoxy-benzamidomethyl)-6-(methylaminothiocarbonyl-aminosulfonyl)-7-methoxychroman). RXN SMILES: [Cl:1][C:2]1[CH:3]=[CH:4][C:5]([O:28][CH3:29])=[C:6]([CH:27]=1)[C:7]([NH:9][CH2:10][CH:11]1[C:20]2[C:15](=[CH:16][C:17]([O:25][CH3:26])=[C:18]([S:21](=[O:24])(=[O:23])[NH2:22])[CH:19]=2)[O:14][CH2:13][CH2:12]1)=[O:8].[CH3:30][N:31]=[C:32]=[S:33]>CN(C=O)C>[Cl:1][C:2]1[CH:3]=[CH:4][C:5]([O:28][CH3:29])=[C:6]([CH:27]=1)[C:7]([NH:9][CH2:10][CH:11]1[C:20]2[C:15](=[CH:16][C:17]([O:25][CH3:26])=[C:18]([S:21]([NH:22][C:32]([NH:31][CH3:30])=[S:33])(=[O:23])=[O:24])[CH:19]=2)[O:14][CH2:13][CH2:12]1)=[O:8]. Reported procedure: (+)-4-(5-Chloro-2-methoxy-benzamidomethyl)-6-(methylaminothiocarbonyl-aminosulfonyl)-7-methoxychroman ##STR59## (+)-4-(5-Chloro-2-methoxy-benzamidomethyl)-6-(methylaminothiocarbonylaminosulfonyl)-7-methoxychroman is prepared as described in Example 4 from optically active 4-(5-chloro-2-methoxy-benzamidomethyl)-6-sulfamoyl-7-methoxychroman and methyl isothiocyanate. Melting point: 201° C.; [α]D20 : +47.2° (c=1, DMF); HPLC: ee 88.1%. Reactants: [Li+].CC(C)[N-]C(C)C (LDA), BrC1=CC(=C(C(=C1)F)OC(C(C)(C)C)=O)F (2,2-Dimethyl-propionic acid 4-bromo-2,6-difluoro-phenyl ester), CN(C)C=O (DMF), C(CCC)[Li] (n-butyl lithium), C(C)(C)NC(C)C (diisopropylamine). The solvent is C1CCOC1 (THF), C1CCOC1 (THF). Reaction conditions: temperature 0 celsius, time 30 minute. The product is BrC1=C(C(=C(C(=C1)F)OC(C(C)(C)C)=O)F)C=O (2,2-Dimethyl-propionic acid 4-bromo-2,6-difluoro-3-formyl-phenyl ester). Yield: 95.1%. Reaction SMILES: C([Li])CCC.C(NC(C)C)(C)C.[Li+].CC([N-]C(C)C)C.[Br:21][C:22]1[CH:27]=[C:26]([F:28])[C:25]([O:29][C:30](=[O:35])[C:31]([CH3:34])([CH3:33])[CH3:32])=[C:24]([F:36])[CH:23]=1.CN([CH:40]=[O:41])C>C1COCC1>[Br:21][C:22]1[CH:23]=[C:24]([F:36])[C:25]([O:29][C:30](=[O:35])[C:31]([CH3:32])([CH3:33])[CH3:34])=[C:26]([F:28])[C:27]=1[CH:40]=[O:41] |f:2.3|. Reported procedure: Add n-butyl lithium 1.6N (23 ml, 36.8 mmol) to diisopropylamine (5.0 ml, 35.6 mmol) in anhydrous THF (7 ml) at 0° C. Stir the resulting yellow solution for 30 min at 0° C. Add this LDA solution dropwise via canula to a solution of 2,2-Dimethyl-propionic acid 4-bromo-2,6-difluoro-phenyl ester (8.01 g, 27.33 mmol) in anhydrous THF (40 ml) at −78° C. over 40 min. Stir the resulting bright yellow solution for 1 h at −78° C. Add anhydrous DMF (2.8 ml, 35.0 mmol) and stir the mixture for 1.5 h at −78°... Starting materials: C(C)OC(=O)C1(CC2=C(C(=C(C(=C2C1)OC)OC)OC)OC)CCCCCCCC(=O)OCC (ethyl 8-(2-ethoxycarbonyl-4,5,6,7-tetramethoxyindan-2-yl)octanoate), [OH-].[Na+] (sodium hydroxide), [OH-].[Na+] (sodium hydroxide). Run in C(C)O (ethanol). Conditions: time 6 hour. The product is C(C)OC(=O)C1(CC2=C(C(=C(C(=C2C1)OC)OC)OC)OC)CCCCCCCC(=O)O (8-(2-Ethoxycarbonyl-4,5,6,7-tetramethoxyindan-2-yl)octanoic acid). Yield: 22.7%. Reaction SMILES: [CH2:1]([O:3][C:4]([C:6]1([CH2:23][CH2:24][CH2:25][CH2:26][CH2:27][CH2:28][CH2:29][C:30]([O:32]CC)=[O:31])[CH2:14][C:13]2[C:8](=[C:9]([O:21][CH3:22])[C:10]([O:19][CH3:20])=[C:11]([O:17][CH3:18])[C:12]=2[O:15][CH3:16])[CH2:7]1)=[O:5])[CH3:2].[OH-].[Na+]>C(O)C>[CH2:1]([O:3][C:4]([C:6]1([CH2:23][CH2:24][CH2:25][CH2:26][CH2:27][CH2:28][CH2:29][C:30]([OH:32])=[O:31])[CH2:7][C:8]2[C:13](=[C:12]([O:15][CH3:16])[C:11]([O:17][CH3:18])=[C:10]([O:19][CH3:20])[C:9]=2[O:21][CH3:22])[CH2:14]1)=[O:5])[CH3:2] |f:1.2|. Procedure: A mixture comprised of an ethanol (8 ml) solution of ethyl 8-(2-ethoxycarbonyl-4,5,6,7-tetramethoxyindan-2-yl)octanoate (367 mg, 0.764 mmols) and an aqueous sodium hydroxide solution (1N, 0.764 ml, 0.764 mmols) was stirred at room temperature for 6 hours, and an aqueous sodium hydroxide solution (1 N, 0.153 ml, 0.153 mmols) was added thereto and the stirring was continued at room temperature for further 6 hours. The reaction mixture was concentrated in vacuo, which was made acidic by adding 1 N ...